Dataset: the Open Reaction Database (ORD), a public repository of structured organic reaction records. Task: describe an organic reaction: reactants, conditions, products, and yield The reactants are COC(=O)c1cccc(CC(C)(C)NCC(O[Si](C)(C)C(C)(C)C)c2ccc(OCc3ccccc3)c(CO)c2)c1, CO. The product is COC(=O)c1cccc(CC(C)(C)NCC(O[Si](C)(C)C(C)(C)C)c2ccc(O)c(CO)c2)c1. As a reaction SMILES: [CH3:1][O:2][C:3]([c:4]1[cH:5][c:6]([CH2:10][C:11]([CH3:12])([CH3:13])[NH:14][CH2:15][CH:16]([O:17][Si:18]([CH3:19])([CH3:20])[C:21]([CH3:22])([CH3:23])[CH3:24])[c:25]2[cH:26][c:27]([CH2:39][OH:40])[c:28]([O:31][CH2:32][c:33]3[cH:34][cH:35][cH:36][cH:37][cH:38]3)[cH:29][cH:30]2)[cH:7][cH:8][cH:9]1)=[O:41].[CH3:42][OH:43]>>[CH3:1][O:2][C:3]([c:4]1[cH:5][c:6]([CH2:10][C:11]([CH3:12])([CH3:13])[NH:14][CH2:15][CH:16]([O:17][Si:18]([CH3:19])([CH3:20])[C:21]([CH3:22])([CH3:23])[CH3:24])[c:25]2[cH:26][c:27]([CH2:39][OH:40])[c:28]([OH:31])[cH:29][cH:30]2)[cH:7][cH:8][cH:9]1)=[O:41].